Dataset: the Open Reaction Database (ORD), a public repository of structured organic reaction records. Task: describe an organic reaction: reactants, conditions, products, and yield The reactants are CC1=CC(=C2C(=N1)N=C(N2)CC)C (5.7-dimethyl-2-ethylimidazo[4,5-b]pyridine), [H-].[Na+] (NaH), C1(=CC=CC=C1)C(N1N=NN=C1C1=C(C=CC=C1)C1=CC=C(C=C1)CBr)(C1=CC=CC=C1)C1=CC=CC=C1 (N-triphenylmethyl-5-(4'-bromomethylbiphenyl-2-yl)-tetrazole). The solvent is CN(C=O)C (dimethylformamide). Run at temperature 0 celsius, time 20 minute. Product: CC1=CC(=C2C(=N1)N(C(=N2)CC)CC2=CC=C(C=C2)C2=C(C=CC=C2)C2=NN=NN2C(C2=CC=CC=C2)(C2=CC=CC=C2)C2=CC=CC=C2)C (5,7-dimethyl-2-ethyl-3-(2'-(N-triphenylmethyltetrazol-5-yl)biphen-4-yl)methyl-3H-imidazo[4,5-b]pyridine). The yield is 75.6%. As a reaction SMILES: [H-].[Na+].[CH3:3][C:4]1[N:9]=[C:8]2[N:10]=[C:11]([CH2:13][CH3:14])[NH:12][C:7]2=[C:6]([CH3:15])[CH:5]=1.[C:16]1([C:22]([C:48]2[CH:53]=[CH:52][CH:51]=[CH:50][CH:49]=2)([C:42]2[CH:47]=[CH:46][CH:45]=[CH:44][CH:43]=2)[N:23]2[C:27]([C:28]3[CH:33]=[CH:32][CH:31]=[CH:30][C:29]=3[C:34]3[CH:39]=[CH:38][C:37]([CH2:40]Br)=[CH:36][CH:35]=3)=[N:26][N:25]=[N:24]2)[CH:21]=[CH:20][CH:19]=[CH:18][CH:17]=1>CN(C)C=O>[CH3:3][C:4]1[N:9]=[C:8]2[N:10]([CH2:40][C:37]3[CH:36]=[CH:35][C:34]([C:29]4[CH:30]=[CH:31][CH:32]=[CH:33][C:28]=4[C:27]4[N:23]([C:22]([C:48]5[CH:53]=[CH:52][CH:51]=[CH:50][CH:49]=5)([C:42]5[CH:43]=[CH:44][CH:45]=[CH:46][CH:47]=5)[C:16]5[CH:21]=[CH:20][CH:19]=[CH:18][CH:17]=5)[N:24]=[N:25][N:26]=4)=[CH:39][CH:38]=3)[C:11]([CH2:13][CH3:14])=[N:12][C:7]2=[C:6]([CH3:15])[CH:5]=1 |f:0.1|. Reported procedure: To a stirred suspension of NaH (17.2 mmol of an 80% dispersion) in dry dimethylformamide (30 mL) at rt was added 5.7-dimethyl-2-ethylimidazo[4,5-b]pyridine (1.51 g, 8.62 mmol) in one portion. After 20 minutes, the mixture was cooled to 0° C. and N-triphenylmethyl-5-(4'-bromomethylbiphenyl-2-yl)-tetrazole (5.29 g, 9.48 mmol) was added in one portion. The resulting mixture was warmed to rt and stirred for 15 hours. The excess NaH was quenched with water and the bulk of the DMF was removed in vacuo...